From a dataset of the Open Reaction Database (ORD), a public repository of structured organic reaction records. describe an organic reaction: reactants, conditions, products, and yield The reactants are ClCCl, COc1ccc(C(C)C)cc1-c1ccc(C(F)(F)F)cc1CNCC(NC(=O)OC(C)(C)C)c1cc(C(F)(F)F)cc(C(F)(F)F)c1, O=C(O)C(F)(F)F, COc1ccc(C(C)C)cc1-c1ccc(C(F)(F)F)cc1CN(CC(N)c1cc(C(F)(F)F)cc(C(F)(F)F)c1)C(=O)OC(C)(C)C, [Na+], [OH-]. The product is COc1ccc(C(C)C)cc1-c1ccc(C(F)(F)F)cc1CNCC(N)c1cc(C(F)(F)F)cc(C(F)(F)F)c1. RXN SMILES: [Cl:104][CH2:105][Cl:106].[F:48][C:49]([F:50])([F:51])[c:52]1[cH:53][c:54]([CH:55]([NH:56][C:57](=[O:58])[O:59][C:60]([CH3:61])([CH3:62])[CH3:63])[CH2:64][NH:65][CH2:66][c:67]2[cH:68][c:69]([C:70]([F:71])([F:72])[F:73])[cH:74][cH:75][c:76]2-[c:77]2[cH:78][c:79]([CH:80]([CH3:81])[CH3:82])[cH:83][cH:84][c:85]2[O:86][CH3:87])[cH:88][c:89]([C:90]([F:91])([F:92])[F:93])[cH:94]1.[F:95][C:96]([F:97])([F:98])[C:99]([OH:100])=[O:101].[NH2:1][CH:2]([CH2:3][N:4]([C:5](=[O:6])[O:7][C:8]([CH3:9])([CH3:10])[CH3:11])[CH2:12][c:13]1[c:14](-[c:23]2[c:24]([O:32][CH3:33])[cH:25][cH:26][c:27]([CH:29]([CH3:30])[CH3:31])[cH:28]2)[cH:15][cH:16][c:17]([C:19]([F:20])([F:21])[F:22])[cH:18]1)[c:34]1[cH:35][c:36]([C:44]([F:45])([F:46])[F:47])[cH:37][c:38]([C:40]([F:41])([F:42])[F:43])[cH:39]1.[Na+:103].[OH-:102]>>[NH2:1][CH:2]([CH2:3][NH:4][CH2:12][c:13]1[c:14](-[c:23]2[c:24]([O:32][CH3:33])[cH:25][cH:26][c:27]([CH:29]([CH3:30])[CH3:31])[cH:28]2)[cH:15][cH:16][c:17]([C:19]([F:20])([F:21])[F:22])[cH:18]1)[c:34]1[cH:35][c:36]([C:44]([F:45])([F:46])[F:47])[cH:37][c:38]([C:40]([F:41])([F:42])[F:43])[cH:39]1. The reactants are ClCCl (dichloromethane), NC=1C=C(C=C(C1C#N)OC1CCC1)OC (3-amino-4-cyano-5-cyclobutyloxyanisole), C(C)(=O)N1CCN(CCC1)C(=O)N1CCOCC1 (1-acetyl-4-(4-morpholinecarbonyl)-1,4-diazepane), N (ammonia), Example 14(d). Solvent: CO (methanol). The product is C1(CCC1)OC1=C(C#N)C(=CC(=C1)OC)N=C(C)N1CCN(CCC1)C(=O)N1CCOCC1 (2-Cyclobutyloxy-4-methoxy-6-{1-[4-(morpholinecarbonyl)-1,4-diazepan-1-yl]ethylideneamino}benzonitrile). Reaction SMILES: [NH2:1][C:2]1[CH:3]=[C:4]([O:15][CH3:16])[CH:5]=[C:6]([O:10][CH:11]2[CH2:14][CH2:13][CH2:12]2)[C:7]=1[C:8]#[N:9].[C:17]([N:20]1[CH2:26][CH2:25][CH2:24][N:23]([C:27]([N:29]2[CH2:34][CH2:33][O:32][CH2:31][CH2:30]2)=[O:28])[CH2:22][CH2:21]1)(=O)[CH3:18].ClCCl.N>CO>[CH:11]1([O:10][C:6]2[CH:5]=[C:4]([O:15][CH3:16])[CH:3]=[C:2]([N:1]=[C:17]([N:20]3[CH2:26][CH2:25][CH2:24][N:23]([C:27]([N:29]4[CH2:30][CH2:31][O:32][CH2:33][CH2:34]4)=[O:28])[CH2:22][CH2:21]3)[CH3:18])[C:7]=2[C:8]#[N:9])[CH2:14][CH2:13][CH2:12]1. Procedure: The subtitle compound was prepared from 3-amino-4-cyano-5-cyclobutyloxyanisole and 1-acetyl-4-(4-morpholinecarbonyl)-1,4-diazepane following the procedure described in Example 14(d) (93%). Rf 0.52 (dichloromethane:methanol:0.880 aqueous ammonia, 92:7:1, v/v). MS m/z 456 (MH)+. The reactants are CC=1C=C2C=CC=NC2=CC1 (6-methylquinoline), CC(C)(C)N1N=C(N=N1)C1=CC=CC=C1 (2-(1,1-dimethylethyl)-5-phenyl-2H-tetrazole), O1CCCC1 (tetrahydrofuran), C(CCC)[Li] (n-butyllithium). The solvent is CCCCCC (hexane), C(C)O (ethanol), C1(=CC=CC=C1)C (toluene). Run at time 2 hour. Yields the product CC(C)(C)N1N=C(N=N1)C1=C(C=CC=C1)C1NC2=CC=C(C=C2C=C1)C (2-{2-[2-(1,1-Dimethylethyl)-2H-tetrazol-5-yl]phenyl}-6-methyl-1,2-dihydroquinoline). As a reaction SMILES: [CH3:1][C:2]([N:5]1[N:9]=[N:8][C:7]([C:10]2[CH:15]=[CH:14][CH:13]=[CH:12][CH:11]=2)=[N:6]1)([CH3:4])[CH3:3].O1CCCC1.C([Li])CCC.[CH3:26][C:27]1[CH:28]=[C:29]2[C:34](=[CH:35][CH:36]=1)[N:33]=[CH:32][CH:31]=[CH:30]2>CCCCCC.C1(C)C=CC=CC=1.C(O)C>[CH3:4][C:2]([N:5]1[N:9]=[N:8][C:7]([C:10]2[CH:15]=[CH:14][CH:13]=[CH:12][C:11]=2[CH:32]2[CH:31]=[CH:30][C:29]3[C:34](=[CH:35][CH:36]=[C:27]([CH3:26])[CH:28]=3)[NH:33]2)=[N:6]1)([CH3:1])[CH3:3]. Procedure: 100 g (490 mmol) of 2-(1,1-dimethylethyl)-5-phenyl-2H-tetrazole and 500 ml of anhydrous tetrahydrofuran are introduced into a 2-liter three-necked round-bottomed flask under a nitrogen atmosphere. 215 ml (580 mmol) of 2.5M n-butyllithium solution in hexane are added dropwise to the mixture. The mixture is heated at the reflux temperature for 45 minutes, followed by addition of 49 g (410 mmol) of 6-methylquinoline dissolved in 300 ml of toluene. The reaction medium is left for 2 hours at the refl... The reactants are CCc1[nH]c(C(=O)O)nc1Cl, CCOC(=O)c1cc(N2CCC(N)C(OC)C2)ncc1C, On1nnc2ccccc21. Yields the product CCOC(=O)c1cc(N2CCC(NC(=O)c3nc(Cl)c(CC)[nH]3)C(OC)C2)ncc1C. Reaction SMILES: [Cl:22][c:23]1[n:24][c:25]([C:30](=[O:31])[OH:32])[nH:26][c:27]1[CH2:28][CH3:29].[NH2:1][CH:2]1[CH:3]([O:20][CH3:21])[CH2:4][N:5]([c:8]2[n:9][cH:10][c:11]([CH3:19])[c:12]([C:14](=[O:15])[O:16][CH2:17][CH3:18])[cH:13]2)[CH2:6][CH2:7]1.[OH:33][n:34]1[c:35]2[c:36]([cH:37][cH:38][cH:39][cH:40]2)[n:41][n:42]1>>[NH:1]([CH:2]1[CH:3]([O:20][CH3:21])[CH2:4][N:5]([c:8]2[n:9][cH:10][c:11]([CH3:19])[c:12]([C:14](=[O:15])[O:16][CH2:17][CH3:18])[cH:13]2)[CH2:6][CH2:7]1)[C:30]([c:25]1[n:24][c:23]([Cl:22])[c:27]([CH2:28][CH3:29])[nH:26]1)=[O:31]. Starting materials: ClC=1C=C2C=3C(=CN=CC3NC2=C(C1)[N+](=O)[O-])NC(C(F)(F)F)=O (N-(6-chloro-8-nitro-9H-β-carbolin-4-yl)-2,2,2-trifluoro-acetamide). Solvent: CO (MeOH). Run at time 8 hour. Yields the product NC=1C=C(C=C2C=3C(=CN=CC3NC12)NC(C(F)(F)F)=O)Cl (N-(8-amino-6-chloro-9H-β-carbolin-4-yl)-2,2,2-trifluoro-acetamide). Isolated yield 94.7%. Reaction SMILES: [Cl:1][C:2]1[CH:3]=[C:4]2[C:12](=[C:13]([N+:15]([O-])=O)[CH:14]=1)[NH:11][C:10]1[CH:9]=[N:8][CH:7]=[C:6]([NH:18][C:19](=[O:24])[C:20]([F:23])([F:22])[F:21])[C:5]2=1>CO>[NH2:15][C:13]1[CH:14]=[C:2]([Cl:1])[CH:3]=[C:4]2[C:12]=1[NH:11][C:10]1[CH:9]=[N:8][CH:7]=[C:6]([NH:18][C:19](=[O:24])[C:20]([F:23])([F:22])[F:21])[C:5]2=1. Procedure: The crude N-(6-chloro-8-nitro-9H-β-carbolin-4-yl)-2,2,2-trifluoro-acetamide (130 mg, 0.36 mmol) was dissolved in 7 ml of MeOH and the reaction vessel was vacuum purged 3× with N2. Platinum (20 mg, 20% wt. on activated carbon) was added quickly, and the reaction vessel was again vacuum purged 3× with N2, followed by 3 additional vacuum purge cycles with H2. The reaction was allowed to stir under H2 at 1 atm overnight. Upon completion, the reaction vessel was purged of H2 and filtered over celite....